Dataset: the Open Reaction Database (ORD), a public repository of structured organic reaction records. Task: describe an organic reaction: reactants, conditions, products, and yield Reactants: CC(C(=O)NC1=CC(=CC=C1)C1CCN(CC1)CCCCC(=O)C1=CC(=CC=C1)[N+](=O)[O-])C (2-methyl-N-(3-{1-[5-(3-nitrophenyl)-5-oxopentyl]-4-piperidinyl}phenyl)propanamide), Cl.FC(OC1=CC=C(C=C1)NN)(F)F (4-(trifluoromethoxy)phenylhydrazine hydrochloride). Yields the product CC(C(=O)NC1=CC(=CC=C1)C1CCN(CC1)CCCC1=C(NC2=CC=C(C=C12)OC(F)(F)F)C1=CC(=CC=C1)[N+](=O)[O-])C (2-METHYL-N-[3-(1-{3-[2-(3-NITROPHENYL)-5-(TRIFLUOROMETHOXY)-1H-INDOL-3-YL]PROPYL}-4-PIPERIDINYL)PHENYL]PROPANAMIDE). RXN SMILES: [CH3:1][CH:2]([CH3:33])[C:3]([NH:5][C:6]1[CH:11]=[CH:10][CH:9]=[C:8]([CH:12]2[CH2:17][CH2:16][N:15]([CH2:18][CH2:19][CH2:20][CH2:21][C:22]([C:24]3[CH:29]=[CH:28][CH:27]=[C:26]([N+:30]([O-:32])=[O:31])[CH:25]=3)=O)[CH2:14][CH2:13]2)[CH:7]=1)=[O:4].Cl.[F:35][C:36]([F:47])([F:46])[O:37][C:38]1[CH:43]=[CH:42][C:41]([NH:44]N)=[CH:40][CH:39]=1>>[CH3:1][CH:2]([CH3:33])[C:3]([NH:5][C:6]1[CH:11]=[CH:10][CH:9]=[C:8]([CH:12]2[CH2:13][CH2:14][N:15]([CH2:18][CH2:19][CH2:20][C:21]3[C:42]4[C:41](=[CH:40][CH:39]=[C:38]([O:37][C:36]([F:35])([F:46])[F:47])[CH:43]=4)[NH:44][C:22]=3[C:24]3[CH:29]=[CH:28][CH:27]=[C:26]([N+:30]([O-:32])=[O:31])[CH:25]=3)[CH2:16][CH2:17]2)[CH:7]=1)=[O:4] |f:1.2|. Procedure: Prepared by Procedure E and Scheme M using 2-methyl-N-(3-{1-[5-(3-nitrophenyl)-5-oxopentyl]-4-piperidinyl}phenyl)propanamide and 4-(trifluoromethoxy)phenylhydrazine hydrochloride: ESMS m/e: 609.1 (M+H)+. Starting materials: COC(=O)C(C)Oc1ccc(F)c2nc(OC(F)F)c(Cc3ccc(Cl)cc3Cl)c(C)c12, CO, [Li+], [OH-], O. Product: Cc1c(Cc2ccc(Cl)cc2Cl)c(OC(F)F)nc2c(F)ccc(OC(C)C(=O)O)c12. Reaction SMILES: [CH3:1][O:2][C:3]([CH:4]([CH3:5])[O:6][c:7]1[c:8]2[c:9]([CH3:31])[c:10]([CH2:22][c:23]3[c:24]([Cl:30])[cH:25][c:26]([Cl:29])[cH:27][cH:28]3)[c:11]([O:18][CH:19]([F:20])[F:21])[n:12][c:13]2[c:14]([F:17])[cH:15][cH:16]1)=[O:32].[CH3:33][OH:34].[Li+:35].[OH-:36].[OH2:37]>>[O:2]=[C:3]([CH:4]([CH3:5])[O:6][c:7]1[c:8]2[c:9]([CH3:31])[c:10]([CH2:22][c:23]3[c:24]([Cl:30])[cH:25][c:26]([Cl:29])[cH:27][cH:28]3)[c:11]([O:18][CH:19]([F:20])[F:21])[n:12][c:13]2[c:14]([F:17])[cH:15][cH:16]1)[OH:32]. Reactants: C1CCOC1, CCOC(=O)c1cnc(Sc2cc3c(cc2C)C(C)(C)CCC3(C)C)s1, CO, [Li+], [OH-]. The product is Cc1cc2c(cc1Sc1ncc(C(=O)O)s1)C(C)(C)CCC2(C)C. As a reaction SMILES: [CH2:31]1[O:32][CH2:33][CH2:34][CH2:35]1.[CH3:1][c:2]1[c:3]([S:16][c:17]2[s:18][c:19]([C:22](=[O:23])[O:24][CH2:25][CH3:26])[cH:20][n:21]2)[cH:4][c:5]2[c:10]([cH:11]1)[C:9]([CH3:12])([CH3:13])[CH2:8][CH2:7][C:6]2([CH3:14])[CH3:15].[CH3:29][OH:30].[Li+:28].[OH-:27]>>[CH3:1][c:2]1[c:3]([S:16][c:17]2[s:18][c:19]([C:22](=[O:23])[OH:24])[cH:20][n:21]2)[cH:4][c:5]2[c:10]([cH:11]1)[C:9]([CH3:12])([CH3:13])[CH2:8][CH2:7][C:6]2([CH3:14])[CH3:15].